This data is from the Open Reaction Database (ORD), a public repository of structured organic reaction records. The task is: describe an organic reaction: reactants, conditions, products, and yield Starting materials: C(CC(=O)OCC)(=O)OCC (Diethyl malonate), [O-]CC.[Na+] (sodium ethoxide), C(C)(C)(C)OC(=O)N1CCC(CC1)COS(=O)(=O)C1=CC=C(C=C1)C (1-(tert-Butoxycarbonyl)-4-[(p-toluenesulfonyloxy)methyl]piperidine). Run in C(C)O (ethanol). The product is C(C)(C)(C)OC(=O)N1CCC(CC1)CC(C(=O)OCC)C(=O)OCC (1-(tert-butoxycarbonyl)-4-[2,2-di(ethoxycarbonyl)ethyl]piperidine). Isolated yield 69.2%. As a reaction SMILES: [C:1]([O:9][CH2:10][CH3:11])(=[O:8])[CH2:2][C:3]([O:5][CH2:6][CH3:7])=[O:4].[O-]CC.[Na+].[C:16]([O:20][C:21]([N:23]1[CH2:28][CH2:27][CH:26]([CH2:29]OS(C2C=CC(C)=CC=2)(=O)=O)[CH2:25][CH2:24]1)=[O:22])([CH3:19])([CH3:18])[CH3:17]>C(O)C>[C:16]([O:20][C:21]([N:23]1[CH2:28][CH2:27][CH:26]([CH2:29][CH:2]([C:3]([O:5][CH2:6][CH3:7])=[O:4])[C:1]([O:9][CH2:10][CH3:11])=[O:8])[CH2:25][CH2:24]1)=[O:22])([CH3:19])([CH3:17])[CH3:18] |f:1.2|. Reported procedure: Diethyl malonate (10.4 g, 65 mmol) was added to a solution of sodium ethoxide (4.42 g, 65 mmol) in ethanol (75 mL). 1-(tert-Butoxycarbonyl)-4-[(p-toluenesulfonyloxy)methyl]piperidine (25 g, 68 mmol), prepared as in Example 1, Step (a), was added and the mixture was heated at reflux for 4 hours. The mixture was cooled and partitioned between ethyl acetate and water. The ethyl acetate layer was separated, washed with water and then brine, dried over sodium sulfate, and evaporated. Purification of ... Starting materials: [Al+3], COC(=O)c1ccc(C)nc1, [H-], [H-], [H-], [H-], [Li+], [Mg+2], O=S(=O)([O-])[O-], C1CCOC1, O. As a reaction SMILES: [Al+3:13].[CH3:1][c:2]1[n:3][cH:4][c:5]([C:6](=[O:7])[O:8][CH3:9])[cH:10][cH:11]1.[H-:12].[H-:15].[H-:16].[H-:17].[Li+:14].[Mg+2:19].[O-:20][S:21](=[O:22])(=[O:23])[O-:24].[O:25]1[CH2:26][CH2:27][CH2:28][CH2:29]1.[OH2:18]>>[CH3:1][c:2]1[n:3][cH:4][c:5]([CH2:6][OH:7])[cH:10][cH:11]1. Yields the product Cc1ccc(CO)cn1. Yields the product C(C)OC(CC=1C=NC=C(C1)C=1C=NC=2N(CCCC2C1)C(N)=O)=O ([5-(8-Carbamoyl-5,6,7,8-tetrahydro-[1,8]naphthyridin-3-yl)-pyridin-3-yl]-acetic acid ethyl ester). As a reaction SMILES: [NH2:1][C:2]([NH2:4])=[O:3].[CH2:5]([O:12][C:13](=[O:31])[CH2:14][C:15]1[CH:16]=[N:17][CH:18]=[C:19]([C:21]2[CH:22]=[N:23][C:24]3N[CH2:26][CH2:27][CH2:28][C:29]=3[CH:30]=2)[CH:20]=1)[C:6]1C=CC=CC=1>>[CH2:5]([O:12][C:13](=[O:31])[CH2:14][C:15]1[CH:16]=[N:17][CH:18]=[C:19]([C:21]2[CH:22]=[N:23][C:24]3[N:1]([C:2](=[O:3])[NH2:4])[CH2:26][CH2:27][CH2:28][C:29]=3[CH:30]=2)[CH:20]=1)[CH3:6]. Procedure details: [5-(8-Carbamoyl-5,6,7,8-tetrahydro-[1,8]naphthyridin-3-yl)-pyridin-3-yl]-acetic acid ethyl ester is synthesized according to the procedure of Urea Formation Method I using [5-(5,6,7,8-tetrahydro-[1,8]naphthyridin-3-yl)-pyridin-3-yl]-acetic acid benzyl ester. Reactants: NC(=O)N (Urea), C(C1=CC=CC=C1)OC(CC=1C=NC=C(C1)C=1C=NC=2NCCCC2C1)=O ([5-(5,6,7,8-tetrahydro-[1,8]naphthyridin-3-yl)-pyridin-3-yl]-acetic acid benzyl ester).